This data is from the Open Reaction Database (ORD), a public repository of structured organic reaction records. The task is: describe an organic reaction: reactants, conditions, products, and yield Reactants: Cl.ClCC1=NC2=CC(=CC=C2C(=N1)NC1=CC=C(C=C1)C(F)(F)F)C1=NC=CC=C1C(F)(F)F ([2-chloromethyl-7-(3-trifluoromethyl-pyridin-2-yl)-quinazolin-4-yl]-(4-trifluoromethyl-phenyl)-amine hydrochloride), O([Na])C(C)C (NaO-i-Pr). Run in C(C)(C)O (isopropanol). Conditions: temperature 60 celsius, time 5 hour. Product: C(C)(C)OCC1=NC2=CC(=CC=C2C(=N1)NC1=CC=C(C=C1)C(F)(F)F)C1=NC=CC=C1C(F)(F)F ([2-isopropoxymethyl-7-(3-trifluoromethyl-pyridin-2-yl)-quinazolin-4-yl]-(4-trifluoromethyl-phenyl)-amine). As a reaction SMILES: Cl.Cl[CH2:3][C:4]1[N:13]=[C:12]([NH:14][C:15]2[CH:20]=[CH:19][C:18]([C:21]([F:24])([F:23])[F:22])=[CH:17][CH:16]=2)[C:11]2[C:6](=[CH:7][C:8]([C:25]3[C:30]([C:31]([F:34])([F:33])[F:32])=[CH:29][CH:28]=[CH:27][N:26]=3)=[CH:9][CH:10]=2)[N:5]=1.[O:35]([CH:37]([CH3:39])[CH3:38])[Na]>C(O)(C)C>[CH:37]([O:35][CH2:3][C:4]1[N:13]=[C:12]([NH:14][C:15]2[CH:20]=[CH:19][C:18]([C:21]([F:24])([F:23])[F:22])=[CH:17][CH:16]=2)[C:11]2[C:6](=[CH:7][C:8]([C:25]3[C:30]([C:31]([F:34])([F:33])[F:32])=[CH:29][CH:28]=[CH:27][N:26]=3)=[CH:9][CH:10]=2)[N:5]=1)([CH3:39])[CH3:38] |f:0.1|. Procedure details: To a suspension of [2-chloromethyl-7-(3-trifluoromethyl-pyridin-2-yl)-quinazolin-4-yl]-(4-trifluoromethyl-phenyl)-amine hydrochloride (1.9 g, 0.0037 mol) in dry isopropanol (100 mL), add 20 equivalents of NaO-i-Pr (prepared from Na and isopropanol). Stir the pale yellow mixture at 60° C. for 5 hours, cool and evaporate the solvent under reduced pressure. Partition the residue between ethyl acetate and water and wash the organic layer with water (1×). Dry the organic layer (Na2SO4) and concentrat... Reactants: [C-]#N, CCO, ClCc1ccccc1-c1cccc(OCc2ccccc2)c1, [Na+], O. Yields the product N#CCc1ccccc1-c1cccc(OCc2ccccc2)c1. Reaction SMILES: [C-:23]#[N:24].[CH3:26][CH2:27][OH:28].[Cl:1][CH2:2][c:3]1[c:4](-[c:9]2[cH:10][c:11]([O:15][CH2:16][c:17]3[cH:18][cH:19][cH:20][cH:21][cH:22]3)[cH:12][cH:13][cH:14]2)[cH:5][cH:6][cH:7][cH:8]1.[Na+:25].[OH2:29]>>[CH2:2]([c:3]1[c:4](-[c:9]2[cH:10][c:11]([O:15][CH2:16][c:17]3[cH:18][cH:19][cH:20][cH:21][cH:22]3)[cH:12][cH:13][cH:14]2)[cH:5][cH:6][cH:7][cH:8]1)[C:23]#[N:24]. Reactants: ClC1=C(C=CC(=C1)Cl)C1NC(C2=CC=CC=C2C1C(=O)N)=O (3-(2,4-dichlorophenyl)-1-oxo-1,2,3,4-tetrahydroisoquinoline-4-carboxamide), [N+](=O)([O-])NC(=O)N (nitrourea). Solvent: C(C)O (ethanol). Yields the product C(C1=CC=CC=C1)ONC(=O)C1C(N(C(C2=CC=CC=C12)=O)C1C(CCCC1)NC(N)=O)C1=C(C=C(C=C1)Cl)Cl ((3RS,4RS)—N-(benzyloxy)-2-[(1SR,2SR)-2-(carbamoylamino)cyclohexyl]-3-(2,4-dichlorophenyl)-1-oxo-1,2,3,4-tetrahydroisoquinoline-4-carboxamide). As a reaction SMILES: [Cl:1][C:2]1[CH:7]=[C:6]([Cl:8])[CH:5]=[CH:4][C:3]=1[CH:9]1[CH:18]([C:19]([NH2:21])=[O:20])[C:17]2[C:12](=[CH:13][CH:14]=[CH:15][CH:16]=2)[C:11](=[O:22])[NH:10]1.[N+]([NH:26][C:27]([NH2:29])=[O:28])([O-])=O>C(O)C>[CH2:11]([O:22][NH:21][C:19]([CH:18]1[C:17]2[C:12](=[CH:13][CH:14]=[CH:15][CH:16]=2)[C:11](=[O:22])[N:10]([CH:3]2[CH2:2][CH2:7][CH2:6][CH2:5][CH:4]2[NH:26][C:27](=[O:28])[NH2:29])[CH:9]1[C:3]1[CH:4]=[CH:5][C:6]([Cl:8])=[CH:7][C:2]=1[Cl:1])=[O:20])[C:12]1[CH:17]=[CH:16][CH:15]=[CH:14][CH:13]=1. Procedure details: To a mixed liquid of 269 mg of (3RS,4RS)-2-[(1SR,2SR)-2-aminocyclohexyl]-Nenzyloxy)-3-(2,4-dichlorophenyl)-1-oxo-1,2,3,4-tetrahydroisoquinoline-4-carboxamide and 20 ml of ethanol was added 53 mg of nitrourea, followed by heating under reflux for 1 hour. The reaction solution was cooled and then concentrated, and the residue was purified by silica gel column chromatography (eluent:chloroform-methanol), then crystallized with acetonitrile, and collected by filtration to obtain 155 mg of (3RS,4RS)—... Starting materials: O=C(CC[C@H]1[C@H](CN(CC1)CCSC=1SC=CC1)CC(=O)OC)C1=CC=NC2=CC=C(C=C12)OC (methyl (3R,4R)-4-[3-oxo-3-(6-methoxyquinolin-4-yl)propyl]-1-[2-(2-thienylthio)ethyl]piperidine-3-acetate), [BH4-].[Na+] (sodium borohydride), O (water), solution, Cl (hydrochloric acid). The reagents and catalysts are [OH-].[Na+] (sodium hydroxide). Run in C(C)OCC (diethyl ether), CO (methanol), CCOCC (ether). Yields the product Cl.Cl.OC(CC[C@H]1[C@H](CN(CC1)CCSC=1SC=CC1)CC(=O)OC)C1=CC=NC2=CC=C(C=C12)OC (methyl (3R,4R)-4-[3-(R,S)-hydroxy-3-(6-methoxyquinolin-4-yl)propyl]-1-[2-(2-thienylthio)ethyl]piperidine-3-acetate dihydrochloride). As a reaction SMILES: [BH4-].[Na+].[O:3]=[C:4]([C:26]1[C:35]2[C:30](=[CH:31][CH:32]=[C:33]([O:36][CH3:37])[CH:34]=2)[N:29]=[CH:28][CH:27]=1)[CH2:5][CH2:6][C@@H:7]1[CH2:12][CH2:11][N:10]([CH2:13][CH2:14][S:15][C:16]2[S:17][CH:18]=[CH:19][CH:20]=2)[CH2:9][C@@H:8]1[CH2:21][C:22]([O:24][CH3:25])=[O:23].O.[ClH:39]>[OH-].[Na+].CO.C(OCC)C>[ClH:39].[ClH:39].[OH:3][CH:4]([C:26]1[C:35]2[C:30](=[CH:31][CH:32]=[C:33]([O:36][CH3:37])[CH:34]=2)[N:29]=[CH:28][CH:27]=1)[CH2:5][CH2:6][C@@H:7]1[CH2:12][CH2:11][N:10]([CH2:13][CH2:14][S:15][C:16]2[S:17][CH:18]=[CH:19][CH:20]=2)[CH2:9][C@@H:8]1[CH2:21][C:22]([O:24][CH3:25])=[O:23] |f:0.1,5.6,9.10.11|. Procedure details: 1 drop of 5N aqueous sodium hydroxide solution and then, portionwise, 0.17 g of sodium borohydride were added, with stirring, to a solution, maintained at a temperature in the region of 20 ° C., of 0.84 g of methyl (3R,4R)-4-[3-oxo-3-(6-methoxyquinolin-4-yl)propyl]-1-[2-(2-thienylthio)ethyl]piperidine-3-acetate in 12 cm3 of methanol. The mixture was stirred for 3 hours at a temperature in the region of 20° C. After adding 10 cm3 of water, the methanol was evaporated under reduced pressure (5 kPa... Reactants: COCN1c2cc(C=CC(=O)O)ccc2Sc2nccnc21, CN(C)C=O, CCOC(C)=O, CCOP(=O)(Cl)OCC, N, [Na+], [Na+], O=C([O-])[O-], C1CCOC1. The product is COCN1c2cc(C=CC(N)=O)ccc2Sc2nccnc21. Reaction SMILES: [CH3:1][O:2][CH2:3][N:4]1[c:5]2[c:6]([n:19][cH:20][cH:21][n:22]2)[S:7][c:8]2[c:9]1[cH:10][c:11]([CH:14]=[CH:15][C:16](=[O:17])[OH:18])[cH:12][cH:13]2.[CH3:44][N:45]([CH3:46])[CH:47]=[O:48].[CH3:49][CH2:50][O:51][C:52](=[O:53])[CH3:54].[Cl:23][P:24](=[O:25])([O:26][CH2:27][CH3:28])[O:29][CH2:30][CH3:31].[NH3:32].[Na+:33].[Na+:34].[O-:35][C:36](=[O:37])[O-:38].[O:39]1[CH2:40][CH2:41][CH2:42][CH2:43]1>>[CH3:1][O:2][CH2:3][N:4]1[c:5]2[c:6]([n:19][cH:20][cH:21][n:22]2)[S:7][c:8]2[c:9]1[cH:10][c:11]([CH:14]=[CH:15][C:16](=[O:17])[NH2:32])[cH:12][cH:13]2. Reactants: F[B-](F)(F)F, Cc1cc(C(=O)O)ccc1C(=O)N1CCCC1, CCOC(C)=O, CCN(C(C)C)C(C)C, CC(C)(C)C(N)c1nc2cc(Cl)ccc2[nH]1, Cl, C1CCOC1, CN(C)C(On1nnc2ccccc21)=[N+](C)C. The product is Cc1cc(C(=O)NC(c2nc3cc(Cl)ccc3[nH]2)C(C)(C)C)ccc1C(=O)N1CCCC1. Reaction SMILES: [B-:18]([F:19])([F:20])([F:21])[F:22].[CH3:1][c:2]1[cH:3][c:4]([C:5](=[O:6])[OH:7])[cH:8][cH:9][c:10]1[C:11](=[O:12])[N:13]1[CH2:14][CH2:15][CH2:16][CH2:17]1.[CH3:71][CH2:72][O:73][C:74](=[O:75])[CH3:76].[CH:40]([N:41]([CH:42]([CH3:43])[CH3:44])[CH2:45][CH3:46])([CH3:47])[CH3:48].[Cl:49][c:50]1[cH:51][c:52]2[c:53]([nH:54][c:55]([CH:57]([C:58]([CH3:59])([CH3:60])[CH3:61])[NH2:62])[n:56]2)[cH:63][cH:64]1.[Cl:65].[O:66]1[CH2:67][CH2:68][CH2:69][CH2:70]1.[n:23]1([O:24][C:25]([N:26]([CH3:27])[CH3:28])=[N+:29]([CH3:30])[CH3:31])[c:32]2[cH:33][cH:34][cH:35][cH:36][c:37]2[n:38][n:39]1>>[CH3:1][c:2]1[cH:3][c:4]([C:5](=[O:7])[NH:62][CH:57]([c:55]2[nH:54][c:53]3[c:52]([cH:51][c:50]([Cl:49])[cH:64][cH:63]3)[n:56]2)[C:58]([CH3:59])([CH3:60])[CH3:61])[cH:8][cH:9][c:10]1[C:11](=[O:12])[N:13]1[CH2:14][CH2:15][CH2:16][CH2:17]1. Reactants: CC(C)(C)OC(=O)N1CCC(c2ccc(Br)cc2)CC1, CC(C)(C)P(c1ccccc1-c1ccccc1)C(C)(C)C, CC(=O)[O-], CC(=O)[O-], C1CCNC1, CC(C)(C)[O-], Cc1ccccc1, [Na+], [Pd+2]. The product is CC(C)(C)OC(=O)N1CCC(c2ccc(N3CCCC3)cc2)CC1. RXN SMILES: [C:1]([CH3:2])([CH3:3])([CH3:4])[O:5][C:6](=[O:7])[N:8]1[CH2:9][CH2:10][CH:11]([c:14]2[cH:15][cH:16][c:17]([Br:20])[cH:18][cH:19]2)[CH2:12][CH2:13]1.[C:21]([P:22]([C:23]([CH3:24])([CH3:25])[CH3:26])[c:27]1[cH:28][cH:29][cH:30][cH:31][c:32]1-[c:33]1[cH:34][cH:35][cH:36][cH:37][cH:38]1)([CH3:39])([CH3:40])[CH3:41].[C:60]([O-:61])(=[O:62])[CH3:63].[C:65]([O-:66])(=[O:67])[CH3:68].[CH2:48]1[CH2:49][CH2:50][NH:51][CH2:52]1.[CH3:42][C:43]([CH3:44])([O-:45])[CH3:46].[CH3:53][c:54]1[cH:55][cH:56][cH:57][cH:58][cH:59]1.[Na+:47].[Pd+2:64]>>[C:1]([CH3:2])([CH3:3])([CH3:4])[O:5][C:6](=[O:7])[N:8]1[CH2:9][CH2:10][CH:11]([c:14]2[cH:15][cH:16][c:17]([N:51]3[CH2:50][CH2:49][CH2:48][CH2:52]3)[cH:18][cH:19]2)[CH2:12][CH2:13]1. The reactants are C1CCNCC1, CCC(=O)Cc1cc(C)cs1, Cc1ccccc1, O=Cc1ccccc1. Product: CCC(=O)C(=Cc1ccccc1)c1cc(C)cs1. RXN SMILES: [CH2:20]1[CH2:21][CH2:22][NH:23][CH2:24][CH2:25]1.[CH3:1][c:2]1[cH:3][c:4]([CH2:7][C:8]([CH2:9][CH3:10])=[O:11])[s:5][cH:6]1.[CH3:26][c:27]1[cH:28][cH:29][cH:30][cH:31][cH:32]1.[CH:12](=[O:13])[c:14]1[cH:15][cH:16][cH:17][cH:18][cH:19]1>>[CH3:1][c:2]1[cH:3][c:4]([C:7]([C:8]([CH2:9][CH3:10])=[O:11])=[CH:12][c:14]2[cH:15][cH:16][cH:17][cH:18][cH:19]2)[s:5][cH:6]1. RXN SMILES: [C:1]([CH3:2])([CH3:3])([CH3:4])[c:5]1[o:6][c:7]([CH3:13])[c:8]([CH2:10][CH2:11][OH:12])[n:9]1.[CH3:60][c:61]1[cH:62][cH:63][cH:64][cH:65][cH:66]1.[O:46]=[C:47]([O:48][CH:49]([CH3:50])[CH3:51])[N:52]=[N:53][C:54]([O:55][CH:56]([CH3:57])[CH3:58])=[O:59].[OH:14][c:15]1[cH:16][cH:17][c:18]([CH:25]=[O:26])[c:19]2[cH:20][cH:21][cH:22][cH:23][c:24]12.[c:27]1([P:28]([c:29]2[cH:30][cH:31][cH:32][cH:33][cH:34]2)[c:35]2[cH:36][cH:37][cH:38][cH:39][cH:40]2)[cH:41][cH:42][cH:43][cH:44][cH:45]1>>[C:1]([CH3:2])([CH3:3])([CH3:4])[c:5]1[o:6][c:7]([CH3:13])[c:8]([CH2:10][CH2:11][O:12][c:15]2[cH:16][cH:17][c:18]([CH:25]=[O:26])[c:19]3[cH:20][cH:21][cH:22][cH:23][c:24]23)[n:9]1. Reactants: Cc1oc(C(C)(C)C)nc1CCO, Cc1ccccc1, CC(C)OC(=O)N=NC(=O)OC(C)C, O=Cc1ccc(O)c2ccccc12, c1ccc(P(c2ccccc2)c2ccccc2)cc1. Yields the product Cc1oc(C(C)(C)C)nc1CCOc1ccc(C=O)c2ccccc12. The reactants are COc1ccc(COc2c[nH]c(COC(C)=O)cc2=O)cc1, CC(C)OC(=O)N=NC(=O)OC(C)C, C1CCOC1, OCc1ccccc1, c1ccc(P(c2ccccc2)c2ccccc2)cc1. The product is COc1ccc(COc2cnc(COC(C)=O)cc2OCc2ccccc2)cc1. RXN SMILES: [C:34]([CH3:35])(=[O:36])[O:37][CH2:38][c:39]1[nH:40][cH:41][c:42]([O:46][CH2:47][c:48]2[cH:49][cH:50][c:51]([O:54][CH3:55])[cH:52][cH:53]2)[c:43](=[O:45])[cH:44]1.[N:20]([C:21]([O:22][CH:23]([CH3:24])[CH3:25])=[O:26])=[N:27][C:28]([O:29][CH:30]([CH3:31])[CH3:32])=[O:33].[O:64]1[CH2:65][CH2:66][CH2:67][CH2:68]1.[OH:56][CH2:57][c:58]1[cH:59][cH:60][cH:61][cH:62][cH:63]1.[c:1]1([P:2]([c:3]2[cH:4][cH:5][cH:6][cH:7][cH:8]2)[c:9]2[cH:10][cH:11][cH:12][cH:13][cH:14]2)[cH:15][cH:16][cH:17][cH:18][cH:19]1>>[C:34]([CH3:35])(=[O:36])[O:37][CH2:38][c:39]1[n:40][cH:41][c:42]([O:46][CH2:47][c:48]2[cH:49][cH:50][c:51]([O:54][CH3:55])[cH:52][cH:53]2)[c:43]([O:45][CH2:57][c:58]2[cH:59][cH:60][cH:61][cH:62][cH:63]2)[cH:44]1.